Dataset: the Open Reaction Database (ORD), a public repository of structured organic reaction records. Task: describe an organic reaction: reactants, conditions, products, and yield Starting materials: COc1ncnc2c1ncn2C(C)C1(c2ccc(F)cc2F)CO1, c1nc[nH]n1. Yields the product COc1ncnc2c1ncn2C(C)C(O)(Cn1cncn1)c1ccc(F)cc1F. RXN SMILES: [F:6][c:7]1[c:8]([C:14]2([CH:17]([CH3:18])[n:19]3[c:20]4[n:21][cH:22][n:23][c:24]([O:28][CH3:29])[c:25]4[n:26][cH:27]3)[O:15][CH2:16]2)[cH:9][cH:10][c:11]([F:13])[cH:12]1.[nH:1]1[n:2][cH:3][n:4][cH:5]1>>[n:1]1([CH2:16][C:14]([c:8]2[c:7]([F:6])[cH:12][c:11]([F:13])[cH:10][cH:9]2)([OH:15])[CH:17]([CH3:18])[n:19]2[c:20]3[n:21][cH:22][n:23][c:24]([O:28][CH3:29])[c:25]3[n:26][cH:27]2)[n:2][cH:3][n:4][cH:5]1. Reactants: BrC1=CC=C(C=C1)CCS(=O)(=O)NC1=C(SC=C1)S(=O)(=O)N (3-[2-(4-bromo-phenyl)-ethanesulfonylamino]-thiophene-2-sulfonic acid amide), CC(C#C)(C)C (3,3-dimethyl-1-butyne). Yields the product CC(C#CC1=CC=C(C=C1)CCS(=O)(=O)NC1=C(SC=C1)S(=O)(=O)N)(C)C (3-{2-[4-(3,3-Dimethyl-but-1-ynyl)-phenyl]-ethanesulfonylamino}-thiophene-2-sulfonic acid amide). The yield is 18.0%. Reaction SMILES: Br[C:2]1[CH:7]=[CH:6][C:5]([CH2:8][CH2:9][S:10]([NH:13][C:14]2[CH:18]=[CH:17][S:16][C:15]=2[S:19]([NH2:22])(=[O:21])=[O:20])(=[O:12])=[O:11])=[CH:4][CH:3]=1.[CH3:23][C:24]([CH3:28])([CH3:27])[C:25]#[CH:26]>>[CH3:23][C:24]([CH3:28])([CH3:27])[C:25]#[C:26][C:2]1[CH:7]=[CH:6][C:5]([CH2:8][CH2:9][S:10]([NH:13][C:14]2[CH:18]=[CH:17][S:16][C:15]=2[S:19]([NH2:22])(=[O:21])=[O:20])(=[O:12])=[O:11])=[CH:4][CH:3]=1. Procedure details: The title compound was synthesized as described for Example 210 in 18% yield, starting from 3-[2-(4-bromo-phenyl)-ethanesulfonylamino]-thiophene-2-sulfonic acid amide and 3,3-dimethyl-1-butyne. Purification by column chromatography, using 50% ethyl acetate in hexanes as the eluent, followed by purification by preparative HPLC. The reactants are O=C([O-])O, CC[SiH](CC)CC, CC#N, COC(C)(C)C, CCOc1ccc(C(=O)c2cc(I)ccc2Cl)cc1, [Na+]. The product is CCOc1ccc(Cc2cc(I)ccc2Cl)cc1. As a reaction SMILES: [C:30](=[O:31])([OH:32])[O-:33].[CH2:23]([SiH:24]([CH2:25][CH3:26])[CH2:27][CH3:28])[CH3:29].[CH3:20][C:21]#[N:22].[CH3:35][O:36][C:37]([CH3:38])([CH3:39])[CH3:40].[Cl:1][c:2]1[c:3]([C:9](=[O:10])[c:11]2[cH:12][cH:13][c:14]([O:17][CH2:18][CH3:19])[cH:15][cH:16]2)[cH:4][c:5]([I:8])[cH:6][cH:7]1.[Na+:34]>>[Cl:1][c:2]1[c:3]([CH2:9][c:11]2[cH:12][cH:13][c:14]([O:17][CH2:18][CH3:19])[cH:15][cH:16]2)[cH:4][c:5]([I:8])[cH:6][cH:7]1. Starting materials: C(CCS)S (1,3-propanedithiol), COC=1C=C(C=O)C=CC1OC (3,4-dimethoxybenzaldehyde), B(F)(F)F.CCOCC (boron trifluoride etherate). The solvent is C(Cl)(Cl)Cl (chloroform). Conditions: temperature 0 celsius, time 18 hour. Product: COC=1C=C(C=CC1OC)C1SCCCS1 (2-(3,4-dimethoxyphenyl)-m-dithiane). Reaction SMILES: [CH3:1][O:2][C:3]1[CH:4]=[C:5]([CH:8]=[CH:9][C:10]=1[O:11][CH3:12])[CH:6]=O.[CH2:13]([SH:17])[CH2:14][CH2:15][SH:16].B(F)(F)F.CCOCC>C(Cl)(Cl)Cl>[CH3:1][O:2][C:3]1[CH:4]=[C:5]([CH:6]2[S:17][CH2:13][CH2:14][CH2:15][S:16]2)[CH:8]=[CH:9][C:10]=1[O:11][CH3:12] |f:2.3|. Procedure: 74.7 g of 3,4-dimethoxybenzaldehyde are dissolved in 1250 ml of chloroform, treated with 50 ml of 1,3-propanedithiol and cooled at 0° C with stirring. 20 ml of boron trifluoride etherate are added and the mixture is left to stand in a refrigerator for 18 hours. The mixture is then washed three times successively with 500 ml of a 7% potassium hydroxide solution and 500 ml of a 10% sodium chloride solution. The organic extracts are combined, dried over magnesium sulphate and evaporated. The residu... Starting materials: BrCCCCBr, NC1CCC(CNC(=O)OCc2ccccc2)CC1, CCOC(C)=O, [K+], [K+], O=C([O-])[O-], CN(C)C=O. The product is O=C(NCC1CCC(N2CCCC2)CC1)OCc1ccccc1. Reaction SMILES: [Br:26][CH2:27][CH2:28][CH2:29][CH2:30][Br:31].[CH2:1]([c:2]1[cH:3][cH:4][cH:5][cH:6][cH:7]1)[O:8][C:9]([NH:10][CH2:11][CH:12]1[CH2:13][CH2:14][CH:15]([NH2:18])[CH2:16][CH2:17]1)=[O:19].[CH3:37][CH2:38][O:39][C:40]([CH3:41])=[O:42].[K+:20].[K+:21].[O-:22][C:23]([O-:24])=[O:25].[O:32]=[CH:33][N:34]([CH3:35])[CH3:36]>>[CH2:1]([c:2]1[cH:3][cH:4][cH:5][cH:6][cH:7]1)[O:8][C:9]([NH:10][CH2:11][CH:12]1[CH2:13][CH2:14][CH:15]([N:18]2[CH2:27][CH2:28][CH2:29][CH2:30]2)[CH2:16][CH2:17]1)=[O:19]. The reactants are CCCCC1CCC(O)CC1, C1CCOC1, CC(C)OC(=O)N=NC(=O)OC(C)C, CC1(c2ccc3cc(O)ccc3c2)COC(=O)N1, c1ccc(P(c2ccccc2)c2ccccc2)cc1. The product is CCCCC1CCC(Oc2ccc3cc(C4(C)COC(=O)N4)ccc3c2)CC1. RXN SMILES: [CH2:1]([CH2:2][CH2:3][CH3:4])[CH:5]1[CH2:6][CH2:7][CH:8]([OH:11])[CH2:9][CH2:10]1.[O:49]1[CH2:50][CH2:51][CH2:52][CH2:53]1.[O:54]=[C:55]([O:56][CH:57]([CH3:58])[CH3:59])[N:60]=[N:61][C:62]([O:63][CH:64]([CH3:65])[CH3:66])=[O:67].[OH:12][c:13]1[cH:14][c:15]2[cH:16][cH:17][c:18]([C:23]3([CH3:29])[NH:24][C:25](=[O:28])[O:26][CH2:27]3)[cH:19][c:20]2[cH:21][cH:22]1.[c:30]1([P:31]([c:32]2[cH:33][cH:34][cH:35][cH:36][cH:37]2)[c:38]2[cH:39][cH:40][cH:41][cH:42][cH:43]2)[cH:44][cH:45][cH:46][cH:47][cH:48]1>>[CH2:1]([CH2:2][CH2:3][CH3:4])[CH:5]1[CH2:6][CH2:7][CH:8]([O:11][c:13]2[cH:14][c:15]3[cH:16][cH:17][c:18]([C:23]4([CH3:29])[NH:24][C:25](=[O:28])[O:26][CH2:27]4)[cH:19][c:20]3[cH:21][cH:22]2)[CH2:9][CH2:10]1. RXN SMILES: [CH:1]([C:4]1[CH:5]=[C:6]([CH3:11])[C:7]([NH2:10])=[N:8][CH:9]=1)([CH3:3])[CH3:2].[F:12][C:13]1[CH:18]=[CH:17][C:16]([S:19](Cl)(=[O:21])=[O:20])=[CH:15][CH:14]=1>N1C=CC=CC=1>[F:12][C:13]1[CH:18]=[CH:17][C:16]([S:19]([NH:10][C:7]2[C:6]([CH3:11])=[CH:5][C:4]([CH:1]([CH3:3])[CH3:2])=[CH:9][N:8]=2)(=[O:21])=[O:20])=[CH:15][CH:14]=1. Procedure: 5-isopropyl-3-methylpyridin-2-amine (142 mg, 0.945 mmol) and 4-fluorobenzene-1-sulfonyl chloride (221 mg, 1.13 mmol) were dissolved in pyridine (3 mL) and left to stand overnight. Another 1 eq of 4-fluorobenzene-1-sulfonyl chloride was added to the mixture and the reaction left to stand for a further 6 hours. The reaction was concentrated in vacuo and the crude product extracted to the organic phase of an acidic work up between ethyl acetate and 5% citric acid. The organic phase was then passed ... The solvent is N1=CC=CC=C1 (pyridine). Yield: 43.6%. Reaction conditions: time 8 hour. Product: FC1=CC=C(C=C1)S(=O)(=O)NC1=NC=C(C=C1C)C(C)C (4-fluoro-N-(5-isopropyl-3-methylpyridin-2-yl)benzenesulfonamide). Reactants: C(C)(C)C=1C=C(C(=NC1)N)C (5-isopropyl-3-methylpyridin-2-amine), FC1=CC=C(C=C1)S(=O)(=O)Cl (4-fluorobenzene-1-sulfonyl chloride), FC1=CC=C(C=C1)S(=O)(=O)Cl (4-fluorobenzene-1-sulfonyl chloride). Reactants: CN(CCCN=C=NCC)C (1-(3-dimethylaminopropyl)-3-ethylcarbodiimide), FC(C1CCC(CC1)C(=O)O)(F)F (4-(trifluoromethyl)cyclohexanecarboxylic acid), ON1N=NC2=C1C=CC=C2 (1-hydroxybenzotriazole), N (ammonia). Run in C(C)(=O)OCC (ethyl acetate), CN(C)C=O (DMF), C(Cl)Cl (DCM), CO (methanol). Conditions: temperature 0 celsius, time 20 minute. Yields the product FC(C1CCC(CC1)C(=O)N)(F)F (4-trifluoromethylcyclohexanecarboxylic acid amide). Yield: 66.7%. RXN SMILES: C[N:2](C)CCCN=C=NCC.[F:12][C:13]([F:24])([F:23])[CH:14]1[CH2:19][CH2:18][CH:17]([C:20](O)=[O:21])[CH2:16][CH2:15]1.ON1C2C=CC=CC=2N=N1.N>CN(C=O)C.C(Cl)Cl.CO.C(OCC)(=O)C>[F:12][C:13]([F:24])([F:23])[CH:14]1[CH2:19][CH2:18][CH:17]([C:20]([NH2:2])=[O:21])[CH2:16][CH2:15]1. Procedure: At 0° C. 1-(3-dimethylaminopropyl)-3-ethylcarbodiimide (2.90 g, 15.29 mmol) was added to a solution of 4-(trifluoromethyl)cyclohexanecarboxylic acid (3.0 g, 15.29 mmol) and 1-hydroxybenzotriazole (2.1 g, 15.29 mmol) in DMF (10 ml) and DCM (10 ml). The reaction mixture was stirred for 20 min at 0° C. A saturated solution of ammonia in methanol (17 ml) was added. The reaction mixture was stirred for 16 hours, while it was warming up to room temperature. It was diluted with ethyl acetate (100 ml) a...